From a dataset of the Open Reaction Database (ORD), a public repository of structured organic reaction records. describe an organic reaction: reactants, conditions, products, and yield The reactants are COc1ccc(C2=NNC(=O)C3CC=CCC23)c2c1OC(C)(C)C2, BrC1CCCCCC1. Yields the product COc1ccc(C2=NN(C3CCCCCC3)C(=O)C3CC=CCC23)c2c1OC(C)(C)C2. As a reaction SMILES: [CH3:1][C:2]1([CH3:24])[O:3][c:4]2[c:5]([c:7]([C:13]3=[N:14][NH:15][C:16](=[O:23])[CH:17]4[CH2:18][CH:19]=[CH:20][CH2:21][CH:22]34)[cH:8][cH:9][c:10]2[O:11][CH3:12])[CH2:6]1.[CH:25]1([Br:32])[CH2:26][CH2:27][CH2:28][CH2:29][CH2:30][CH2:31]1>>[CH3:1][C:2]1([CH3:24])[O:3][c:4]2[c:5]([c:7]([C:13]3=[N:14][N:15]([CH:25]4[CH2:26][CH2:27][CH2:28][CH2:29][CH2:30][CH2:31]4)[C:16](=[O:23])[CH:17]4[CH2:18][CH:19]=[CH:20][CH2:21][CH:22]34)[cH:8][cH:9][c:10]2[O:11][CH3:12])[CH2:6]1. Reported procedure: The title compound is prepared by following Method 8 by using 1-(2-bromoethyl)-3,3-dimethylpyrrolidine, 4-chlorophenylhydrazine hydrochloride, triethylamine and N-methyl-4-piperidone Reaction SMILES: Br[CH2:2][CH2:3][N:4]1[CH2:8][CH2:7][C:6]([CH3:10])([CH3:9])[CH2:5]1.Cl.[Cl:12][C:13]1[CH:18]=[CH:17][C:16]([NH:19]N)=[CH:15][CH:14]=1.[CH3:21][N:22]1[CH2:27][CH2:26][C:25](=O)[CH2:24][CH2:23]1>C(N(CC)CC)C>[Cl:12][C:13]1[CH:18]=[CH:17][C:16]2[N:19]([CH2:2][CH2:3][N:4]3[CH2:8][CH2:7][C:6]([CH3:10])([CH3:9])[CH2:5]3)[C:25]3[CH2:26][CH2:27][N:22]([CH3:21])[CH2:23][C:24]=3[C:15]=2[CH:14]=1 |f:1.2|. Yields the product ClC1=CC=2C3=C(N(C2C=C1)CCN1CC(CC1)(C)C)CCN(C3)C (8-chloro-2,3,4,5-tetrahydro-2-methyl-5-(2-(3,3-dimethylpyrrolidin-1-yl)ethyl)-1H-pyrido[4,3-b]indole). The solvent is C(C)N(CC)CC (triethylamine). Reactants: BrCCN1CC(CC1)(C)C (1-(2-bromoethyl)-3,3-dimethylpyrrolidine), Cl.ClC1=CC=C(C=C1)NN (4-chlorophenylhydrazine hydrochloride), CN1CCC(CC1)=O (N-methyl-4-piperidone).